Dataset: the Open Reaction Database (ORD), a public repository of structured organic reaction records. Task: describe an organic reaction: reactants, conditions, products, and yield The reactants are C1(CC1)[N+]#[C-] (cyclopropylisonitrile), O=C[C@H](CCC)NC(OC(C)(C)C)=O ((S)-tert-butyl 1-oxopentan-2-ylcarbamate), C(C)(=O)O (acetic acid). Run in C(C)(=O)OCC (ethyl acetate), C(Cl)Cl (methylene chloride). Reaction conditions: temperature 25 celsius, time 6 hour. Yields the product C1(CC1)NC(C([C@H](CCC)NC(OC(C)(C)C)=O)O)=O (tert-butyl (3S)-1-(cyclopropylamino)-2-hydroxy-1-oxohexan-3-ylcarbamate). Isolated yield 88.2%. RXN SMILES: [CH:1]1([N+:4]#[C-:5])[CH2:3][CH2:2]1.[O:6]=[CH:7][C@@H:8]([NH:12][C:13](=[O:19])[O:14][C:15]([CH3:18])([CH3:17])[CH3:16])[CH2:9][CH2:10][CH3:11].C(O)(=[O:22])C>C(Cl)Cl.C(OCC)(=O)C>[CH:1]1([NH:4][C:5](=[O:22])[CH:7]([OH:6])[C@@H:8]([NH:12][C:13](=[O:19])[O:14][C:15]([CH3:18])([CH3:17])[CH3:16])[CH2:9][CH2:10][CH3:11])[CH2:3][CH2:2]1. Procedure details: To a solution of cyclopropylisonitrile (1.91 g, 28.5 mmol), (S)-tert-butyl 1-oxopentan-2-ylcarbamate (3.8 g, 19 mmol) in methylene chloride (100 mL) was added acetic acid (2.28 g, 38 mmol) at 0° C. After the addition was complete the reaction mixture was allowed to warm to 25° C. and stirred for 6 hours. The reaction mixture was diluted with ethyl acetate (200 mL), then washed with a saturated solution of sodium bicarbonate and brine (30 mL) and dried over magnesium sulfate. The solvent was remo... Reactants: ClC(Cl)Cl, NC(=O)c1ccc(Cl)nc1, O=P(Cl)(Cl)Cl. The product is N#Cc1ccc(Cl)nc1. RXN SMILES: [CH:16]([Cl:17])([Cl:18])[Cl:19].[Cl:1][c:2]1[cH:3][cH:4][c:5]([C:8](=[O:9])[NH2:10])[cH:6][n:7]1.[P:11]([Cl:12])([Cl:13])([Cl:14])=[O:15]>>[Cl:1][c:2]1[cH:3][cH:4][c:5]([C:8]#[N:10])[cH:6][n:7]1. Starting materials: NC1=C(C=CC2=CC=CC=C12)C (1-amino-2-methylnaphthalene), BrC1C(=O)OCC1 (alpha-bromo-gamma-butyrolactone), CC1=NC(=CC=C1)C (2,6-dimethylpyridine), O (water). Run in CC(=O)C (acetone). Run at time 7 hour. Product: CC1=C(C2=CC=CC=C2C=C1)NC1CC(=O)OC1 (3-(N-2-methylnaphth-1-ylamino)-gamma-butyrolactone). Isolated yield 63.4%. As a reaction SMILES: O.[NH2:2][C:3]1[C:12]2[C:7](=[CH:8][CH:9]=[CH:10][CH:11]=2)[CH:6]=[CH:5][C:4]=1[CH3:13].Br[CH:15]1[CH2:20][CH2:19][O:18][C:16]1=[O:17].CC1C=CC=C(C)N=1>CC(C)=O>[CH3:13][C:4]1[CH:5]=[CH:6][C:7]2[C:12](=[CH:11][CH:10]=[CH:9][CH:8]=2)[C:3]=1[NH:2][CH:20]1[CH2:19][O:18][C:16](=[O:17])[CH2:15]1. Procedure: A 200-ml round-bottom flask equipped with a heating mantle and connected to a water aspirator vacuum system was charged with 15.0 g (0.1 mcl) 1-amino-2-methylnaphthalene, 16.4 g (0.1 mol) alpha-bromo-gamma-butyrolactone and 10.7 g (0.1 mol) 2,6-dimethylpyridine. The reaction mixture was maintained at about 94°-101° C. and 160 mm of Hg for about 7 hours. The reaction mixture was cooled, diluted with 100 ml acetone and filtered. The filtrate was evaporated under reduced pressure to give an oily re... The reactants are C1(=CC=CC=C1)OC(=O)C1=C(C(=CC(=C1)N)C(=O)OC1=CC=CC=C1)C(=O)OC1=CC=CC=C1 (5-amino-1,2,3-benzenetricarboxylic acid triphenyl ester), C1(=CC(=CC=2C(=CC(=CC12)S(=O)(=O)Cl)S(=O)(=O)Cl)S(=O)(=O)Cl)S(=O)(=O)Cl (1,3,5,7-naphthalenetetrasulfonyl chloride), O (water), Cl (hydrochloric acid). Solvent: N1=CC=CC=C1 (pyridine), CC(=O)C (acetone). Reaction conditions: time 1 hour. Yields the product C1(=CC(=CC2=C(C=C(C=C12)S(=O)(=O)NC=1C=C(C(=C(C1)C(=O)OC1=CC=CC=C1)C(=O)OC1=CC=CC=C1)C(=O)OC1=CC=CC=C1)S(=O)(=O)NC=1C=C(C(=C(C1)C(=O)OC1=CC=CC=C1)C(=O)OC1=CC=CC=C1)C(=O)OC1=CC=CC=C1)S(=O)(=O)NC=1C=C(C(=C(C1)C(=O)OC1=CC=CC=C1)C(=O)OC1=CC=CC=C1)C(=O)OC1=CC=CC=C1)S(=O)(=O)NC=1C=C(C(=C(C1)C(=O)OC1=CC=CC=C1)C(=O)OC1=CC=CC=C1)C(=O)OC1=CC=CC=C1 (5,5',5",5"'-[1,3,5,7-naphthalenetetrayltetrakis(sulfonylimino)]tetra-1,2,3-benzenetricarboxylic acid, dodecaphenyl ester). Reaction SMILES: [C:1]1([O:7][C:8]([C:10]2[CH:15]=[C:14]([NH2:16])[CH:13]=[C:12]([C:17]([O:19][C:20]3[CH:25]=[CH:24][CH:23]=[CH:22][CH:21]=3)=[O:18])[C:11]=2[C:26]([O:28][C:29]2[CH:34]=[CH:33][CH:32]=[CH:31][CH:30]=2)=[O:27])=[O:9])[CH:6]=[CH:5][CH:4]=[CH:3][CH:2]=1.[C:35]1([S:57](Cl)(=[O:59])=[O:58])[C:44]2[CH:43]=[C:42]([S:45](Cl)(=[O:47])=[O:46])[CH:41]=[C:40]([S:49](Cl)(=[O:51])=[O:50])[C:39]=2[CH:38]=[C:37]([S:53](Cl)(=[O:55])=[O:54])[CH:36]=1.[OH2:61].Cl>N1C=CC=CC=1.CC(C)=O>[C:35]1([S:57]([NH:16][C:14]2[CH:15]=[C:10]([C:8]([O:7][C:1]3[CH:2]=[CH:3][CH:4]=[CH:5][CH:6]=3)=[O:9])[C:11]([C:26]([O:28][C:29]3[CH:34]=[CH:33][CH:32]=[CH:31][CH:30]=3)=[O:27])=[C:12]([C:17]([O:19][C:20]3[CH:25]=[CH:24][CH:23]=[CH:22][CH:21]=3)=[O:18])[CH:13]=2)(=[O:59])=[O:58])[C:44]2[C:39](=[C:40]([S:49]([NH:16][C:14]3[CH:15]=[C:10]([C:8]([O:7][C:1]4[CH:6]=[CH:5][CH:4]=[CH:3][CH:2]=4)=[O:9])[C:11]([C:26]([O:28][C:29]4[CH:34]=[CH:33][CH:32]=[CH:31][CH:30]=4)=[O:27])=[C:12]([C:17]([O:19][C:20]4[CH:21]=[CH:22][CH:23]=[CH:24][CH:25]=4)=[O:61])[CH:13]=3)(=[O:51])=[O:50])[CH:41]=[C:42]([S:45]([NH:16][C:14]3[CH:15]=[C:10]([C:8]([O:7][C:1]4[CH:2]=[CH:3][CH:4]=[CH:5][CH:6]=4)=[O:9])[C:11]([C:26]([O:28][C:29]4[CH:34]=[CH:33][CH:32]=[CH:31][CH:30]=4)=[O:27])=[C:12]([C:17]([O:19][C:20]4[CH:25]=[CH:24][CH:23]=[CH:22][CH:21]=4)=[O:18])[CH:13]=3)(=[O:47])=[O:46])[CH:43]=2)[CH:38]=[C:37]([S:53]([NH:16][C:14]2[CH:15]=[C:10]([C:8]([O:7][C:1]3[CH:2]=[CH:3][CH:4]=[CH:5][CH:6]=3)=[O:9])[C:11]([C:26]([O:28][C:29]3[CH:34]=[CH:33][CH:32]=[CH:31][CH:30]=3)=[O:27])=[C:12]([C:17]([O:19][C:20]3[CH:25]=[CH:24][CH:23]=[CH:22][CH:21]=3)=[O:18])[CH:13]=2)(=[O:55])=[O:54])[CH:36]=1. Procedure: To a solution of 36.27 g of 5-amino-1,2,3-benzenetricarboxylic acid triphenyl ester in 150 ml of pyridine at room temperature is added 12.0 g of 1,3,5,7-naphthalenetetrasulfonyl chloride. The mixture is stirred at room temperature for one hour, heated at 55°-75° C. for 2 hours and then poured into a mixture of 700 ml of water and 140 ml of concentrated hydrochloric acid with vigorous stirring. The mixture is extracted with 500 ml of dichloromethane, filtered and the solid is washed with water an... Reactants: FC1=CC=C(C=C1)C1=NN2C(NNCC2)=C1C1=CC=NC=C1 (7-(4-fluorophenyl)-8-(pyridin-4-yl)-1,2,3,4-tetrahydropyrazolo[5,1-c][1,2,4]triazine), N1=CC=CC=C1 (pyridine), C(C)(=O)OCC(=O)Cl (acetoxyacetyl chloride). Solvent: CN1C(CCC1)=O (N-methyl-2-pyrrolidone), CN1C(CCC1)=O (N-methyl-2-pyrrolidone), C([O-])(O)=O.[Na+] (sodium bicarbonate). Run at time 30 minute. Yields the product C(C)(=O)OCC(=O)N1NCCN2C1=C(C(=N2)C2=CC=C(C=C2)F)C2=CC=NC=C2 (2-acetoxyacetyl-7-(4-fluorophenyl)-8-(pyridin-4-yl)-1,2,3,4-tetrahydropyrazolo-[5,1-c][1,2,4]triazine). Yield: 56.7%. RXN SMILES: [F:1][C:2]1[CH:7]=[CH:6][C:5]([C:8]2[C:16]([C:17]3[CH:22]=[CH:21][N:20]=[CH:19][CH:18]=3)=[C:11]3[NH:12][NH:13][CH2:14][CH2:15][N:10]3[N:9]=2)=[CH:4][CH:3]=1.N1C=CC=CC=1.[C:29]([O:32][CH2:33][C:34](Cl)=[O:35])(=[O:31])[CH3:30]>CN1CCCC1=O.C(=O)(O)[O-].[Na+]>[C:29]([O:32][CH2:33][C:34]([N:12]1[C:11]2=[C:16]([C:17]3[CH:22]=[CH:21][N:20]=[CH:19][CH:18]=3)[C:8]([C:5]3[CH:6]=[CH:7][C:2]([F:1])=[CH:3][CH:4]=3)=[N:9][N:10]2[CH2:15][CH2:14][NH:13]1)=[O:35])(=[O:31])[CH3:30] |f:4.5|. Procedure details: To a mixture of 7-(4-fluorophenyl)-8-(pyridin-4-yl)-1,2,3,4-tetrahydropyrazolo[5,1-c][1,2,4]triazine (100 mg, 0.339 mmol) and pyridine (54 mg, 0.678 mmol) in N-methyl-2-pyrrolidone (1.5 ml) was added acetoxyacetyl chloride (60 mg, 0.441 mmol) in N-methyl-2-pyrrolidone (0.5 ml) under nitrogen atmosphere with ice cooling. After stirring for 30 minutes, the reaction mixture was diluted with an aqueous saturated sodium bicarbonate solution, then extracted with ethyl acetate. The organic phase was wa... Starting materials: ClCCC1=C(N=C2N(C1=O)C(=CC=C2)C)C (3-(2-chloroethyl)-2,6-dimethyl-4H-pyrido[1,2-a]pyrimidin-4-one), N1CCC(CC1)C1=CNC2=CC=CC=C12 (3-(4-piperidinyl)-1H-indole), C([O-])([O-])=O.[Na+].[Na+] (sodium carbonate), CC(CC(C)=O)C (4-methyl-2-pentanone). Solvent: O (water), O (water). The product is N1C=C(C2=CC=CC=C12)C1CCN(CC1)CCC1=C(N=C2N(C1=O)C(=CC=C2)C)C (3-[2-[4-(1H-indol-3-yl)-1-piperidinyl]ethyl]-2,6-dimethyl-4H-pyrido[1,2-a]pyrimidin-4-one). Yield: 31.0%. Reaction SMILES: Cl[CH2:2][CH2:3][C:4]1[C:9](=[O:10])[N:8]2[C:11]([CH3:15])=[CH:12][CH:13]=[CH:14][C:7]2=[N:6][C:5]=1[CH3:16].[NH:17]1[CH2:22][CH2:21][CH:20]([C:23]2[C:31]3[C:26](=[CH:27][CH:28]=[CH:29][CH:30]=3)[NH:25][CH:24]=2)[CH2:19][CH2:18]1.C(=O)([O-])[O-].[Na+].[Na+].CC(C)CC(=O)C>O>[NH:25]1[C:26]2[C:31](=[CH:30][CH:29]=[CH:28][CH:27]=2)[C:23]([CH:20]2[CH2:21][CH2:22][N:17]([CH2:2][CH2:3][C:4]3[C:9](=[O:10])[N:8]4[C:11]([CH3:15])=[CH:12][CH:13]=[CH:14][C:7]4=[N:6][C:5]=3[CH3:16])[CH2:18][CH2:19]2)=[CH:24]1 |f:2.3.4|. Reported procedure: A mixture of 4.8 parts of 3-(2-chloroethyl)-2,6-dimethyl-4H-pyrido[1,2-a]pyrimidin-4-one, 4 parts of 3-(4-piperidinyl)-1H-indole, 8.5 parts of sodium carbonate and 120 parts of 4-methyl-2-pentanone is stirred and refluxed overnight using a water-separator. The reaction mixture is cooled, water is added and the precipitated product is filtered off. It is dissolved in a mixture of trichloromethane and methanol (90:10 by volume). The solution is filtered over silica gel and the filtrate is evaporat... Starting materials: ClC1=C2C(=NC(=C1)C1=CC(=CC=C1)Cl)CCC2 (4-chloro-2-(3-chlorophenyl)-6,7-dihydro-5H-cyclopenta[b]pyridine), NC(C(C(=O)OC(C)C)CC1=CC=C(C=C1)N)=O (isopropyl 3-amino-2-(4-aminobenzyl)-3-oxopropanoate). The product is NC(C(C(=O)OC(C)C)CC1=CC=C(C=C1)NC1=C2C(=NC(=C1)C1=CC(=CC=C1)Cl)CCC2)=O (isopropyl 3-amino-2-(4-((2-(3-chlorophenyl)-6,7-dihydro-5H-cyclopenta[b]pyridin-4-yl)amino)benzyl)-3-oxopropanoate). Isolated yield 47.3%. RXN SMILES: Cl[C:2]1[CH:7]=[C:6]([C:8]2[CH:13]=[CH:12][CH:11]=[C:10]([Cl:14])[CH:9]=2)[N:5]=[C:4]2[CH2:15][CH2:16][CH2:17][C:3]=12.[NH2:18][C:19](=[O:35])[CH:20]([CH2:27][C:28]1[CH:33]=[CH:32][C:31]([NH2:34])=[CH:30][CH:29]=1)[C:21]([O:23][CH:24]([CH3:26])[CH3:25])=[O:22]>>[NH2:18][C:19](=[O:35])[CH:20]([CH2:27][C:28]1[CH:33]=[CH:32][C:31]([NH:34][C:2]2[CH:7]=[C:6]([C:8]3[CH:13]=[CH:12][CH:11]=[C:10]([Cl:14])[CH:9]=3)[N:5]=[C:4]3[CH2:15][CH2:16][CH2:17][C:3]=23)=[CH:30][CH:29]=1)[C:21]([O:23][CH:24]([CH3:25])[CH3:26])=[O:22]. Reported procedure: Following general procedure B2, 4-chloro-2-(3-chlorophenyl)-6,7-dihydro-5H-cyclopenta[b]pyridine (0.060 g, 0.23 mmol) was reacted with isopropyl 3-amino-2-(4-aminobenzyl)-3-oxopropanoate (0.057 g, 0.23 mmol) to afford the title compound (0.052 g, 47%) as a light yellow solid. MW=477.98. APCI MS m/z 478 [M+H]+.